From a dataset of the Open Reaction Database (ORD), a public repository of structured organic reaction records. describe an organic reaction: reactants, conditions, products, and yield Reactants: CS(=O)(=O)Cl, [K+], O=C(O)c1cn2c3c(c(N4CCNCC4)ccc3c1=O)CCC2, [OH-], O. The product is CS(=O)(=O)N1CCN(c2ccc3c(=O)c(C(=O)O)cn4c3c2CCC4)CC1. RXN SMILES: [CH3:26][S:27]([Cl:28])(=[O:29])=[O:30].[K+:25].[N:1]1([c:7]2[cH:8][cH:9][c:10]3[c:11](=[O:23])[c:12]([C:20](=[O:21])[OH:22])[cH:13][n:14]4[c:19]3[c:18]2[CH2:17][CH2:16][CH2:15]4)[CH2:2][CH2:3][NH:4][CH2:5][CH2:6]1.[OH-:24].[OH2:31]>>[N:1]1([c:7]2[cH:8][cH:9][c:10]3[c:11](=[O:23])[c:12]([C:20](=[O:21])[OH:22])[cH:13][n:14]4[c:19]3[c:18]2[CH2:17][CH2:16][CH2:15]4)[CH2:2][CH2:3][N:4]([S:27]([CH3:26])(=[O:29])=[O:30])[CH2:5][CH2:6]1.